From a dataset of the Open Reaction Database (ORD), a public repository of structured organic reaction records. describe an organic reaction: reactants, conditions, products, and yield The reactants are O1C(=CC=C1)CCC(=O)O (3-(furan-2-yl)propanoic acid), B (borane). Run in C1CCOC1 (THF). Run at time 12 hour. Yields the product O1C(=CC=C1)CCCO (3-(furan-2-yl)propan-1-ol). Yield: 79.3%. RXN SMILES: [O:1]1[CH:5]=[CH:4][CH:3]=[C:2]1[CH2:6][CH2:7][C:8](O)=[O:9].B>C1COCC1>[O:1]1[CH:5]=[CH:4][CH:3]=[C:2]1[CH2:6][CH2:7][CH2:8][OH:9]. Reported procedure: To 3-(furan-2-yl)propanoic acid (1.4 g, 10 mmol) in THF (50 mL) was added dropwise borane (1M) (20 mL, 20 mmol). The mixture was stirred at rt for 12 hrs, quenched with MeOH, and the mixture was concentrated. The resulting residue was purified by column chromatography using an Analogix® Intelliflash280™ (SiO2, 0-50% Hexane in ethyl acetate) to afford 1.0 g (79%) of the title compound. 1H NMR (500 MHz, CDCl3) δ ppm 1.87-1.94 (m, 2H) 2.74 (t, J=7.32 Hz, 2H) 3.69 (t, J=6.10 Hz, 2H) 6.28 (dd, J=3.05... Reactants: O (water), COC1=CC2=C(NC(S2)=O)C=C1 (6-methoxybenzthiazol-2-one), C(=O)([O-])[O-].[K+].[K+] (K2CO3), C(C1=CC=CC=C1)Br (benzyl bromide). Solvent: CN(C)C=O (DMF). Yields the product C(C1=CC=CC=C1)N1C(SC2=C1C=CC(=C2)OC)=O (3-Benzyl-6-methoxybenzothiazol-2(3H)-one). Isolated yield 68.2%. RXN SMILES: [CH3:1][O:2][C:3]1[CH:12]=[CH:11][C:6]2[NH:7][C:8](=[O:10])[S:9][C:5]=2[CH:4]=1.C([O-])([O-])=O.[K+].[K+].[CH2:19](Br)[C:20]1[CH:25]=[CH:24][CH:23]=[CH:22][CH:21]=1.O>CN(C=O)C>[CH2:19]([N:7]1[C:6]2[CH:11]=[CH:12][C:3]([O:2][CH3:1])=[CH:4][C:5]=2[S:9][C:8]1=[O:10])[C:20]1[CH:25]=[CH:24][CH:23]=[CH:22][CH:21]=1 |f:1.2.3|. Reported procedure: A solution of 6-methoxybenzthiazol-2-one (1, 0.036 g, 0.2 mmol), anhydrous K2CO3 (0.110 g, 0.8 mmol, 4 eq) and benzyl bromide (0.035 L, 0.3 mmol, 1.5 eq) was stirred in anhydrous DMF (2 mL) at 120° C. for 2 h. The reaction mixture was cooled and poured in to water, extracted with EtOAc. The EtOAc layer washed with water (2×10 mL), dried over Na2SO4 and evaporated to dryness. The crude mixture was purified by Combiflash, using hexane-ethylacetate (7:3) as a solvent afforded W-124 as a solid (0.03... The reactants are BrC1=CC=2N3C4=C(C=C(C=C4C2C=C1)OC)C(CC3)=O (9-bromo-5,6-dihydro-2-methoxy-4H-pyrido[3,2,1-jk]carbazole-4-one), aqueous solution, [OH-].[Na+] (sodium hydroxide), C(#N)C1=C(C(=O)C(=C(C1=O)Cl)Cl)C#N (DDQ). Run in O1CCOCC1 (dioxane). Product: BrC1=CC=2N3C4=C(C=C(C=C4C2C=C1)OC)C(C=C3)=O (9-bromo-2-methoxy-4H-pyrido[3,2,1-jk]carbazole-4-one). The yield is 70.4%. RXN SMILES: [Br:1][C:2]1[CH:14]=[CH:13][C:12]2[C:11]3[C:6]4=[C:7]([C:17](=[O:20])[CH2:18][CH2:19][N:5]4[C:4]=2[CH:3]=1)[CH:8]=[C:9]([O:15][CH3:16])[CH:10]=3.C(C1C(=O)C(Cl)=C(Cl)C(=O)C=1C#N)#N.[OH-].[Na+]>O1CCOCC1>[Br:1][C:2]1[CH:14]=[CH:13][C:12]2[C:11]3[C:6]4=[C:7]([C:17](=[O:20])[CH:18]=[CH:19][N:5]4[C:4]=2[CH:3]=1)[CH:8]=[C:9]([O:15][CH3:16])[CH:10]=3 |f:2.3|. Reported procedure: 9-bromo-5,6-dihydro-2-methoxy-4H-pyrido[3,2,1-jk]carbazole-4-one (1.0 g) obtained in Example 101, step 6 was dissolved in anhydrous dioxane (40 ml), and DDQ (1.45 g) was added at room temperature. The mixture was heated under reflux in an argon atmosphere for 3 hours and allowed to cool. The reaction mixture was added to 1N aqueous solution of sodium hydroxide (150 ml), and extracted with ethyl acetate. The ethyl acetate layer was washed with saturated aqueous solution of sodium chloride, dried ... Reactants: NC1=NC(c2ccnc(Br)c2)(c2ccnc(C3CC3)c2)c2cccc(F)c21, O=C([O-])[O-], COCCOC, CCO, [Cs+], [Cs+], O, OB(O)c1cncnc1. RXN SMILES: [Br:1][c:2]1[n:3][cH:4][cH:5][c:6]([C:8]2([c:19]3[cH:20][c:21]([CH:25]4[CH2:26][CH2:27]4)[n:22][cH:23][cH:24]3)[N:9]=[C:10]([NH2:18])[c:11]3[c:12]([F:17])[cH:13][cH:14][cH:15][c:16]32)[cH:7]1.[C:37](=[O:38])([O-:39])[O-:40].[CH3:43][O:44][CH2:45][CH2:46][O:47][CH3:48].[CH3:49][CH2:50][OH:51].[Cs+:41].[Cs+:42].[OH2:52].[n:28]1[cH:29][n:30][cH:31][c:32]([B:34]([OH:35])[OH:36])[cH:33]1>>[c:2]1(-[c:32]2[cH:31][n:30][cH:29][n:28][cH:33]2)[n:3][cH:4][cH:5][c:6]([C:8]2([c:19]3[cH:20][c:21]([CH:25]4[CH2:26][CH2:27]4)[n:22][cH:23][cH:24]3)[N:9]=[C:10]([NH2:18])[c:11]3[c:12]([F:17])[cH:13][cH:14][cH:15][c:16]32)[cH:7]1. Product: NC1=NC(c2ccnc(-c3cncnc3)c2)(c2ccnc(C3CC3)c2)c2cccc(F)c21.